Dataset: the Open Reaction Database (ORD), a public repository of structured organic reaction records. Task: describe an organic reaction: reactants, conditions, products, and yield Reactants: N1C=NC=C1 (imidazole), [H-].[Na+] (sodium hydride), oil, C(C)(=O)NCC1CC(=NO1)C1=CC(=C(C(=C1)F)F)F ((-)-5-(acetamidomethyl)-3-(3,4,5-trifluorophenyl)isoxazoline), CO (CH3OH). Run in C(Cl)Cl (CH2Cl2), CN(C)C=O (DMF), O (water). Run at temperature 40 celsius, time 3 minute. The product is FC=1C=C(C=C(C1N1C=NC=C1)F)C1=NOC(C1)CNC(C)=O ((-)-N-[[3-[3,5-Difluoro-4-(1H-imidazol-1-yl)phenyl]-4,5-dihydro-5-isoxazolyl]methyl]acetamide). Isolated yield 56.7%. As a reaction SMILES: [NH:1]1[CH:5]=[CH:4][N:3]=[CH:2]1.[H-].[Na+].[C:8]([NH:11][CH2:12][CH:13]1[O:17][N:16]=[C:15]([C:18]2[CH:23]=[C:22]([F:24])[C:21](F)=[C:20]([F:26])[CH:19]=2)[CH2:14]1)(=[O:10])[CH3:9].CO>CN(C=O)C.O.C(Cl)Cl>[F:26][C:20]1[CH:19]=[C:18]([C:15]2[CH2:14][CH:13]([CH2:12][NH:11][C:8](=[O:10])[CH3:9])[O:17][N:16]=2)[CH:23]=[C:22]([F:24])[C:21]=1[N:1]1[CH:5]=[CH:4][N:3]=[CH:2]1 |f:1.2|. Procedure details: A solution of imidazole (42 mg) in dry DMF (5 mL) is treated with 60% sodium hydride dispersion in mineral oil (25 mg), stirred for 3 minutes and treated with (-)-5-(acetamidomethyl)-3-(3,4,5-trifluorophenyl)isoxazoline (see Example 25) (150 mg). After 18 hours, the mixture is heated to 40° C. for 2 hours. TLC analysis (5% CH3OH--CH2Cl2) indicated the reaction to be virtually complete. The mixture is diluted with water (50 mL) and extracted with EtOAc (6×20 mL), dried over Na2SO4, filtered and c...